From a dataset of the Open Reaction Database (ORD), a public repository of structured organic reaction records. describe an organic reaction: reactants, conditions, products, and yield Starting materials: CC(=O)O, O, O=S(=O)(O)O, N#CCc1ccc(C(=O)c2cccs2)cc1. Yields the product O=C(O)Cc1ccc(C(=O)c2cccs2)cc1. As a reaction SMILES: [CH3:22][C:23]([OH:24])=[O:25].[OH2:26].[S:17](=[O:18])(=[O:19])([OH:20])[OH:21].[c:1]1([C:6](=[O:7])[c:8]2[cH:9][cH:10][c:11]([CH2:14][C:15]#[N:16])[cH:12][cH:13]2)[cH:2][cH:3][cH:4][s:5]1>>[c:1]1([C:6](=[O:7])[c:8]2[cH:9][cH:10][c:11]([CH2:22][C:23]([OH:24])=[O:25])[cH:12][cH:13]2)[cH:2][cH:3][cH:4][s:5]1. The reactants are C([O-])([O-])=O.[K+].[K+] (potassium carbonate), ClC1=NC(=NC=C1C)C (4-chloro-2,5-dimethylpyrimidine), CC1(OBOC1(C)C)C (4,4,5,5-Tetramethyl-1,3,2-dioxaborolane), BrC=1C=NN(C1C(=O)OC)C (methyl 4-bromo-1-methyl-1H-pyrazole-5-carboxylate), CC1(OBOC1(C)C)C (4,4,5,5-tetramethyl-1,3,2-dioxaborolane). The reagents and catalysts are C=1C=CC(=CC1)/C=C/C(=O)/C=C/C2=CC=CC=C2.C=1C=CC(=CC1)/C=C/C(=O)/C=C/C2=CC=CC=C2.C=1C=CC(=CC1)/C=C/C(=O)/C=C/C2=CC=CC=C2.[Pd].[Pd] (Tris(dibenzylideneacetone)dipalladium(0)), C1(CCCCC1)P(C1=C(C=CC=C1)C1=C(C=CC=C1OC)OC)C1CCCCC1 (2-dicyclohexylphosphino-2′,6′-dimethoxy-1,1′-biphenyl). Run in O (water), O1CCOCC1 (1,4-dioxane), C(C)N(CC)CC (triethylamine), O1CCOCC1 (1,4-dioxane). Run at temperature 100 celsius, time 30 minute. Yields the product CC1=NC=C(C(=N1)C=1C=NN(C1C(=O)OC)C)C (methyl 4-(2,5-dimethylpyrimidin-4-yl)-1-methyl-1H-pyrazole-5-carboxylate). Yield: 110.0%. RXN SMILES: CC1(C)C(C)(C)OBO1.Br[C:11]1[CH:12]=[N:13][N:14]([CH3:20])[C:15]=1[C:16]([O:18][CH3:19])=[O:17].C(=O)([O-])[O-].[K+].[K+].Cl[C:28]1[C:33]([CH3:34])=[CH:32][N:31]=[C:30]([CH3:35])[N:29]=1>C1C=CC(/C=C/C(/C=C/C2C=CC=CC=2)=O)=CC=1.C1C=CC(/C=C/C(/C=C/C2C=CC=CC=2)=O)=CC=1.C1C=CC(/C=C/C(/C=C/C2C=CC=CC=2)=O)=CC=1.[Pd].[Pd].C1(P(C2CCCCC2)C2C=CC=CC=2C2C(OC)=CC=CC=2OC)CCCCC1.O.O1CCOCC1.C(N(CC)CC)C>[CH3:35][C:30]1[N:31]=[C:32]([C:11]2[CH:12]=[N:13][N:14]([CH3:20])[C:15]=2[C:16]([O:18][CH3:19])=[O:17])[C:33]([CH3:34])=[CH:28][N:29]=1 |f:2.3.4,6.7.8.9.10|. Procedure details: 4,4,5,5-Tetramethyl-1,3,2-dioxaborolane (1.5 ml) was added to a 1,4-dioxane (19 ml) solution of methyl 4-bromo-1-methyl-1H-pyrazole-5-carboxylate (1.9 g), 2-dicyclohexylphosphino-2′,6′-dimethoxy-1,1′-biphenyl (0.15 g), Tris(dibenzylideneacetone)dipalladium(0) (0.16 g), and triethylamine (3.7 ml). The obtained mixture was stirred in a nitrogen atmosphere at 100° C. for 30 minutes. Thereafter, 4,4,5,5-tetramethyl-1,3,2-dioxaborolane (1.5 ml) was added to the reaction solution, and the obtained mix... Starting materials: CC1(C)C(C(=O)c2cn(CC3CCOCC3)c3ccc(Br)cc23)C1(C)C, O=C([O-])[O-], CCCc1cccc(CCC)c1-n1cc[n+](-c2c(CCC)cccc2CCC)c1, COc1ccccc1B(O)O, Cc1ccccc1, [Cl-], [Na+], [Na+], O=C(C=Cc1ccccc1)C=Cc1ccccc1, O=C(C=Cc1ccccc1)C=Cc1ccccc1, O=C(C=Cc1ccccc1)C=Cc1ccccc1, [Pd], [Pd]. Yields the product COc1ccccc1-c1ccc2c(c1)c(C(=O)C1C(C)(C)C1(C)C)cn2CC1CCOCC1. Reaction SMILES: [Br:1][c:2]1[cH:3][c:4]2[c:5]([C:18](=[O:19])[CH:20]3[C:21]([CH3:25])([CH3:26])[C:22]3([CH3:23])[CH3:24])[cH:6][n:7]([CH2:11][CH:12]3[CH2:13][CH2:14][O:15][CH2:16][CH2:17]3)[c:8]2[cH:9][cH:10]1.[C:68](=[O:69])([O-:70])[O-:71].[CH2:39]([c:40]1[cH:41][cH:42][cH:43][c:44]([CH2:45][CH2:46][CH3:47])[c:48]1-[n+:49]1[cH:50][cH:51][n:52](-[c:53]2[c:54]([CH2:55][CH2:56][CH3:57])[cH:58][cH:59][cH:60][c:61]2[CH2:62][CH2:63][CH3:64])[cH:65]1)[CH2:66][CH3:67].[CH3:27][O:28][c:29]1[c:30]([B:35]([OH:36])[OH:37])[cH:31][cH:32][cH:33][cH:34]1.[CH3:74][c:75]1[cH:76][cH:77][cH:78][cH:79][cH:80]1.[Cl-:38].[Na+:72].[Na+:73].[O:101]=[C:102]([CH:103]=[CH:104][c:105]1[cH:106][cH:107][cH:108][cH:109][cH:110]1)[CH:111]=[CH:112][c:113]1[cH:114][cH:115][cH:116][cH:117][cH:118]1.[O:119]=[C:120]([CH:121]=[CH:122][c:123]1[cH:124][cH:125][cH:126][cH:127][cH:128]1)[CH:129]=[CH:130][c:131]1[cH:132][cH:133][cH:134][cH:135][cH:136]1.[O:83]=[C:84]([CH:85]=[CH:86][c:87]1[cH:88][cH:89][cH:90][cH:91][cH:92]1)[CH:93]=[CH:94][c:95]1[cH:96][cH:97][cH:98][cH:99][cH:100]1.[Pd:81].[Pd:82]>>[c:2]1(-[c:30]2[c:29]([O:28][CH3:27])[cH:34][cH:33][cH:32][cH:31]2)[cH:3][c:4]2[c:5]([C:18](=[O:19])[CH:20]3[C:21]([CH3:25])([CH3:26])[C:22]3([CH3:23])[CH3:24])[cH:6][n:7]([CH2:11][CH:12]3[CH2:13][CH2:14][O:15][CH2:16][CH2:17]3)[c:8]2[cH:9][cH:10]1. Starting materials: CC1OCc2cc3c(nc21)N1C(C)CNCC1C3, CO, O=P(O)(O)O. Product: CC1OCc2cc3c(nc21)N1C(C)CNCC1C3, O=P(O)(O)O. RXN SMILES: [CH3:1][CH:2]1[O:3][CH2:4][c:5]2[cH:6][c:7]3[c:15]([n:16][c:17]21)[N:14]1[CH:9]([CH2:8]3)[CH2:10][NH:11][CH2:12][CH:13]1[CH3:18].[CH3:24][OH:25].[P:19]([OH:20])([OH:21])([OH:22])=[O:23]>>[CH3:1][CH:2]1[O:3][CH2:4][c:5]2[cH:6][c:7]3[c:15]([n:16][c:17]21)[N:14]1[CH:9]([CH2:8]3)[CH2:10][NH:11][CH2:12][CH:13]1[CH3:18].[P:19](=[O:20])([OH:21])([OH:22])[OH:23]. The reactants are IC=1C=C(C=CC1)NC(C(=O)O)C (2-(3-iodo-phenylamino)-propionic acid), C(C)(C)(C)[Si](O[C@H]1C2(CC2)CCN(C1)CCCN(C(C(C)NC1=CC(=CC=C1)I)=O)CC(OC)OC)(C)C (N-{3-[(S)-4-(tert-butyl-dimethyl-silanyloxy)-6-aza-spiro[2.5]oct-6-yl]-propyl}-N-(2,2-dimethoxy-ethyl)-2-(3-iodo-phenylamino)-propionamide), C(C)(C)(C)[Si](O[C@H]1C2(CC2)CCN(C1)CCCN1C(C(N(CC1)C1=CC(=CC=C1)I)C)=O)(C)C (1-{3-[(S)-4-(tert-butyl-dimethyl-silanyloxy)-6-aza-spiro[2.5]oct-6-yl]-propyl}-4-(3-iodo-phenyl)-3-methyl-piperazin-2-one), IC=1C=C(C=CC1)NC(C(=O)O)C (2-(3-iodo-phenylamino)-propionic acid), C(C)(C)(C)[Si](O[C@H]1C2(CC2)CCN(C1)CCCNCC(OC)OC)(C)C ({3-[(S)-4-(tert-butyl-dimethyl-silanyloxy)-6-aza-spiro[2.5]oct-6-yl]-propyl}-(2,2-dimethoxy-ethyl)-amine). Yields the product O[C@H]1C2(CC2)CCN(C1)CCCN1C(C(N(CC1)C1=CC(=CC=C1)I)C)=O (1-[3-((S)-4-Hydroxy-6-aza-spiro[2.5]oct-6-yl)-propyl]-4-(3-iodo-phenyl)-3-methyl-piperazin-2-one). Reaction SMILES: IC1C=C(NC(C)C(O)=O)C=CC=1.C([Si](C)(C)O[C@@H]1CN(CCCNCC(OC)OC)CCC21CC2)(C)(C)C.C([Si](C)(C)[O:45][C@@H:46]1[CH2:53][N:52]([CH2:54][CH2:55][CH2:56][N:57]([CH2:70][CH:71](OC)OC)[C:58](=[O:69])[CH:59]([NH:61][C:62]2[CH:67]=[CH:66][CH:65]=[C:64]([I:68])[CH:63]=2)[CH3:60])[CH2:51][CH2:50][C:47]21[CH2:49][CH2:48]2)(C)(C)C.C([Si](C)(C)O[C@@H]1CN(CCCN2CCN(C3C=CC=C(I)C=3)C(C)C2=O)CCC21CC2)(C)(C)C>>[OH:45][C@@H:46]1[CH2:53][N:52]([CH2:54][CH2:55][CH2:56][N:57]2[CH2:70][CH2:71][N:61]([C:62]3[CH:67]=[CH:66][CH:65]=[C:64]([I:68])[CH:63]=3)[CH:59]([CH3:60])[C:58]2=[O:69])[CH2:51][CH2:50][C:47]21[CH2:49][CH2:48]2. Procedure: The title compound was produced in analogy with examples 87/88, steps A-C. Thus, 2-(3-iodo-phenylamino)-propionic acid (intermediate 23) was coupled with {3-[(S)-4-(tert-butyl-dimethyl-silanyloxy)-6-aza-spiro[2.5]oct-6-yl]-propyl}-(2,2-dimethoxy-ethyl)-amine (example 83C) in step A, leading to N-{3-[(S)-4-(tert-butyl-dimethyl-silanyloxy)-6-aza-spiro[2.5]oct-6-yl]-propyl}-N-(2,2-dimethoxy-ethyl)-2-(3-iodo-phenylamino)-propionamide. This was cyclized to 1-{3-[(S)-4-(tert-butyl-dimethyl-silanyloxy)... The reactants are COC(=O)c1cccc(C=O)c1, [Cl-], Clc1ccc2sc(C[P+](c3ccccc3)(c3ccccc3)c3ccccc3)nc2c1. The product is COC(=O)c1cccc(C=Cc2nc3cc(Cl)ccc3s2)c1. Reaction SMILES: [CH:32](=[O:33])[c:34]1[cH:35][c:36]([C:37](=[O:38])[O:39][CH3:40])[cH:41][cH:42][cH:43]1.[Cl-:1].[c:2]1([P+:3]([c:4]2[cH:5][cH:6][cH:7][cH:8][cH:20]2)([CH2:9][c:10]2[s:11][c:12]3[c:13]([n:14]2)[cH:15][c:16]([Cl:19])[cH:17][cH:18]3)[c:21]2[cH:22][cH:23][cH:24][cH:25][cH:26]2)[cH:27][cH:28][cH:29][cH:30][cH:31]1>>[CH:9]([c:10]1[s:11][c:12]2[c:13]([n:14]1)[cH:15][c:16]([Cl:19])[cH:17][cH:18]2)=[CH:32][c:34]1[cH:35][c:36]([C:37](=[O:38])[O:39][CH3:40])[cH:41][cH:42][cH:43]1.